This data is from the Open Reaction Database (ORD), a public repository of structured organic reaction records. The task is: describe an organic reaction: reactants, conditions, products, and yield The reactants are ClC1=C2C3=C(C(NC2=NC=C1)=O)C(=CC=C3)O (1-chloro-7-hydroxy-5H-benzo[c][1,8]naphthyridin-6-one), NC1=CC=C(C=C1)NC(C1=C(C=C(C=C1)F)C(F)(F)F)=O (N-(4-amino-phenyl)-4-fluoro-2-trifluoromethyl-benzamide). The product is ethyl ester, FC1=CC(=C(C(=O)NC2=CC=C(C=C2)NC2=C3C4=C(C(NC3=NC=C2)=O)C(=CC=C4)O)C=C1)C(F)(F)F (4-Fluoro-N-[4-(7-hydroxy-6-oxo-5,6-dihydro-benzo[c][1,8]naphthyridin-1-ylamino)-phenyl]-2-trifluoromethyl-benzamide). Reaction SMILES: Cl[C:2]1[CH:11]=[CH:10][N:9]=[C:8]2[C:3]=1[C:4]1[CH:16]=[CH:15][CH:14]=[C:13]([OH:17])[C:5]=1[C:6](=[O:12])[NH:7]2.[NH2:18][C:19]1[CH:24]=[CH:23][C:22]([NH:25][C:26](=[O:38])[C:27]2[CH:32]=[CH:31][C:30]([F:33])=[CH:29][C:28]=2[C:34]([F:37])([F:36])[F:35])=[CH:21][CH:20]=1>>[F:33][C:30]1[CH:31]=[CH:32][C:27]([C:26]([NH:25][C:22]2[CH:21]=[CH:20][C:19]([NH:18][C:2]3[CH:11]=[CH:10][N:9]=[C:8]4[C:3]=3[C:4]3[CH:16]=[CH:15][CH:14]=[C:13]([OH:17])[C:5]=3[C:6](=[O:12])[NH:7]4)=[CH:24][CH:23]=2)=[O:38])=[C:28]([C:34]([F:35])([F:36])[F:37])[CH:29]=1. Procedure: The intermediate ethyl ester was synthesized according to the procedure described for the preparation of Example 378, method 2 using 1-chloro-7-hydroxy-5H-benzo[c][1,8]naphthyridin-6-one and N-(4-amino-phenyl)-4-fluoro-2-trifluoromethyl-benzamide to provide 445. LC-MS (M+H=509, obsd.=509). 1H NMR (400 MHz, DMSO-d6): δ, 6.95 (m, 2H), 7.18 (m, 2H), 7.67 (m, 4H), 7.81 (m, 3H), 8.11 (d, 1H), 8.24 (s, 1H), 8.79 (d, 1H), 10.53 (s, 1H). Reaction SMILES: [CH3:22][O:23][CH2:24][CH2:25][O:26][CH3:27].[Cl:12][c:13]1[n:14][n:15][c:16]([Cl:19])[cH:17][cH:18]1.[F:1][c:2]1[c:3]([C:9]([CH3:10])=[O:11])[cH:4][cH:5][c:6]([F:8])[cH:7]1.[H-:21].[Na+:20]>>[F:1][c:2]1[c:3]([C:9]([CH2:10][c:16]2[n:15][n:14][c:13]([Cl:12])[cH:18][cH:17]2)=[O:11])[cH:4][cH:5][c:6]([F:8])[cH:7]1. The product is O=C(Cc1ccc(Cl)nn1)c1ccc(F)cc1F. The reactants are COCCOC, Clc1ccc(Cl)nn1, CC(=O)c1ccc(F)cc1F, [H-], [Na+]. Starting materials: C[Si](C)(C)Cl (Trimethylsilyl chloride), O (water), BrC=1C=CC(=C(C1)O)C (5-bromo-2-methylphenol), BrC=1C=CC(=C(C1)O)C (5-bromo-2-methylphenol), C(CCC)[Li] (n-butyl lithium). Run in C1CCOC1 (THF). Run at time 30 minute. Yields the product CC1=C(O[Si](C)(C)C)C=C(C=C1)[Si](C)(C)C (2-methyl-5-(trimethylsilyl)phenoxytrimethylsilane). Isolated yield 102.6%. RXN SMILES: Br[C:2]1[CH:3]=[CH:4][C:5]([CH3:9])=[C:6]([OH:8])[CH:7]=1.C([Li])CCC.[CH3:15][Si:16](Cl)([CH3:18])[CH3:17].O>C1COCC1>[CH3:9][C:5]1[CH:4]=[CH:3][C:2]([Si:16]([CH3:18])([CH3:17])[CH3:15])=[CH:7][C:6]=1[O:8][Si:16]([CH3:18])([CH3:17])[CH3:15]. Procedure: To a solution of 5-bromo-2-methylphenol (Intermediate 1, 3.6 g, 19.3 mmol) in THF (150 mL) at −78° C. was added n-butyl lithium (30 mL, 1.6 M solution in hexanes, 48.1 mmol) and the reaction stirred at this temperature for 30 minutes. Trimethylsilyl chloride (6.1 mL, 48.1 mmol) was then added and the solution stirred at −78° C. for 1.5 hours. The reaction was allowed to warm to room temperature and water (75 mL) was added. The mixture was extracted with diethyl ether (2×75 mL) and the combined o... The reactants are SC1=C(C(=O)O)C=CC=C1 (2-mercapto-benzoic acid), FC1=C(C=CC=C1)[N+](=O)[O-] (1-fluoro-2-nitro-benzene), O (water), [OH-].[K+] (potassium hydroxide). Solvent: C(C)(C)O (isopropanol). Procedure details: To a solution of 2-mercapto-benzoic acid (30 g, 0.195 mol) in isopropanol (500 mL) at room temperature were added 1-fluoro-2-nitro-benzene (30.2 g, 0.214 mol), water (100 mL) and potassium hydroxide (31.1 g, 0.555 mol). The reaction mixture was stirred at room temperature overnight, quenched with water and diluted with ethyl acetate. The aqueous phase was extracted with ethyl acetate (3×400 mL) and the combined organic extracts were washed with saturated aqueous sodium chloride (500 mL), dried o... RXN SMILES: [SH:1][C:2]1[CH:10]=[CH:9][CH:8]=[CH:7][C:3]=1[C:4]([OH:6])=[O:5].F[C:12]1[CH:17]=[CH:16][CH:15]=[CH:14][C:13]=1[N+:18]([O-:20])=[O:19].O.[OH-].[K+]>C(O)(C)C>[N+:18]([C:13]1[CH:14]=[CH:15][CH:16]=[CH:17][C:12]=1[S:1][C:2]1[CH:10]=[CH:9][CH:8]=[CH:7][C:3]=1[C:4]([OH:6])=[O:5])([O-:20])=[O:19] |f:3.4|. The product is [N+](=O)([O-])C1=C(C=CC=C1)SC1=C(C(=O)O)C=CC=C1 (2-((2-Nitrophenyl)thio)benzoic acid). Reaction conditions: time 8 hour. Procedure details: To a solution of 5-(3-bromo-1,2,4-thiadiazol-5-yl)-2-[(1-methylethyl)oxy]benzonitrile (D44) (550 mg), 2-ethyl-3-(4,4,5,5-tetramethyl-1,3,2-dioxaborolan-2-yl)benzaldehyde (463 mg) and tripotassium phosphate (1080 mg) in N,N-dimethylformamide (DMF) (4 mL) and water (1.000 mL) stirred under nitrogen was added Pd(Ph3P)4 (196 mg). The reaction was sealed and heated under microwave at 120° C. for 15 min. After cooling, the reaction mixture was diluted with ethyl acetate (20 mL), washed with water (2*8... The reagents and catalysts are C=1C=CC(=CC1)[P](C=2C=CC=CC2)(C=3C=CC=CC3)[Pd]([P](C=4C=CC=CC4)(C=5C=CC=CC5)C=6C=CC=CC6)([P](C=7C=CC=CC7)(C=8C=CC=CC8)C=9C=CC=CC9)[P](C=1C=CC=CC1)(C=1C=CC=CC1)C=1C=CC=CC1 (Pd(Ph3P)4). Reaction SMILES: Br[C:2]1[N:6]=[C:5]([C:7]2[CH:8]=[CH:9][C:10]([O:15][CH:16]([CH3:18])[CH3:17])=[C:11]([CH:14]=2)[C:12]#[N:13])[S:4][N:3]=1.[CH2:19]([C:21]1[C:28](B2OC(C)(C)C(C)(C)O2)=[CH:27][CH:26]=[CH:25][C:22]=1[CH:23]=[O:24])[CH3:20].P([O-])([O-])([O-])=O.[K+].[K+].[K+]>CN(C)C=O.O.C(OCC)(=O)C.C1C=CC([P]([Pd]([P](C2C=CC=CC=2)(C2C=CC=CC=2)C2C=CC=CC=2)([P](C2C=CC=CC=2)(C2C=CC=CC=2)C2C=CC=CC=2)[P](C2C=CC=CC=2)(C2C=CC=CC=2)C2C=CC=CC=2)(C2C=CC=CC=2)C2C=CC=CC=2)=CC=1>[CH2:19]([C:21]1[C:22]([CH:23]=[O:24])=[CH:25][CH:26]=[CH:27][C:28]=1[C:2]1[N:6]=[C:5]([C:7]2[CH:8]=[CH:9][C:10]([O:15][CH:16]([CH3:18])[CH3:17])=[C:11]([CH:14]=2)[C:12]#[N:13])[S:4][N:3]=1)[CH3:20] |f:2.3.4.5,^1:61,63,82,101|. Run at temperature 120 celsius. The product is C(C)C1=C(C=CC=C1C=O)C1=NSC(=N1)C=1C=CC(=C(C#N)C1)OC(C)C (5-[3-(2-ethyl-3-formylphenyl)-1,2,4-thiadiazol-5-yl]-2-[(1-methylethyl)oxy]benzonitrile). Run in CN(C=O)C (N,N-dimethylformamide), O (water), C(C)(=O)OCC (ethyl acetate). The reactants are BrC1=NSC(=N1)C=1C=CC(=C(C#N)C1)OC(C)C (5-(3-bromo-1,2,4-thiadiazol-5-yl)-2-[(1-methylethyl)oxy]benzonitrile), C(C)C1=C(C=O)C=CC=C1B1OC(C(O1)(C)C)(C)C (2-ethyl-3-(4,4,5,5-tetramethyl-1,3,2-dioxaborolan-2-yl)benzaldehyde), P(=O)([O-])([O-])[O-].[K+].[K+].[K+] (tripotassium phosphate). Yield: 65.6%. Starting materials: C(#N)C=1C=CC2=C(N(C=N2)C2=CC=C3C(=N2)N(C(N3C(=O)OC(C)(C)C)=O)[C@H](C)C=3C=NC=CC3)C1 (tert-Butyl 5-(6-cyano-1H-benzo[d]imidazol-1-yl)-2-oxo-3-((R)-1-(pyridin-3-yl)ethyl)-2,3-dihydroimidazo[4,5-b]pyridine-1-carboxylate), C(=O)(C(F)(F)F)O (TFA). Solvent: C(Cl)Cl (methylene chloride). Yields the product O=C1NC=2C(=NC(=CC2)N2C=NC3=C2C=C(C=C3)C#N)N1[C@H](C)C=1C=NC=CC1 (3-(2-oxo-3-((R)-1-(pyridin-3-yl)ethyl)-2,3-dihydro-1H-imidazo[4,5-b]pyridin-5-yl)-3H-benzo[d]imidazole-5-carbonitrile). Yield: 86.4%. Reaction SMILES: [C:1]([C:3]1[CH:4]=[CH:5][C:6]2[N:10]=[CH:9][N:8]([C:11]3[N:16]=[C:15]4[N:17]([C@@H:28]([C:30]5[CH:31]=[N:32][CH:33]=[CH:34][CH:35]=5)[CH3:29])[C:18](=[O:27])[N:19](C(OC(C)(C)C)=O)[C:14]4=[CH:13][CH:12]=3)[C:7]=2[CH:36]=1)#[N:2].C(O)(C(F)(F)F)=O>C(Cl)Cl>[O:27]=[C:18]1[N:17]([C@@H:28]([C:30]2[CH:31]=[N:32][CH:33]=[CH:34][CH:35]=2)[CH3:29])[C:15]2=[N:16][C:11]([N:8]3[C:7]4[CH:36]=[C:3]([C:1]#[N:2])[CH:4]=[CH:5][C:6]=4[N:10]=[CH:9]3)=[CH:12][CH:13]=[C:14]2[NH:19]1. Procedure: A solution of tert-butyl 5-(6-cyano-1H-benzo[d]imidazol-1-yl)-2-oxo-3-((R)-1-(pyridin-3-yl)ethyl)-2,3-dihydroimidazo[4,5-b]pyridine-1-carboxylate (72) (57 mg) in methylene chloride (1 mL) was treated with TFA (1 mL) for one hour. The mixture was concentrated and the resulting TFA salt was converted to the HCl salt by dissolving it in 5 mL EtOH and adding 0.5 mL of conc. HCl, then concentrating the solution in vacuo. The process was repeated and the resulting residue was dissolved in a minimum am...